From a dataset of the Open Reaction Database (ORD), a public repository of structured organic reaction records. describe an organic reaction: reactants, conditions, products, and yield Starting materials: C1(CCC2=CC=CC=C12)OC=1C=C(C=O)C=CC1OC (3-indanyloxy-4-methoxybenzaldehyde), C(CCC)[Li] (butyl lithium), C(C)[Mg]Br (ethylmagnesium bromide), C[Si](N[Si](C)(C)C)(C)C (1,1,1,3,3,3-hexamethyldisilazane), [Cl-].[NH4+] (ammonium chloride). Run in O1CCCC1 (tetrahydrofuran), CC#N (CH3CN), CCCCCC (hexane), O1CCCC1 (tetrahydrofuran). Run at time 25 minute. Yields the product C1(CCC2=CC=CC=C12)OC=1C=C(C=CC1OC)C(CC)N (1-(3-Indanyloxy-4-methoxyphenyl)propylamine). Yield: 9.0%. Reaction SMILES: C[Si](C)(C)N[Si](C)(C)C.C([Li])C[CH2:12][CH3:13].[CH:15]1([O:24][C:25]2[CH:26]=[C:27]([CH:30]=[CH:31][C:32]=2[O:33][CH3:34])[CH:28]=O)[C:23]2[C:18](=[CH:19][CH:20]=[CH:21][CH:22]=2)[CH2:17][CH2:16]1.C([Mg]Br)C.[Cl-].[NH4+:40]>O1CCCC1.CC#N.CCCCCC>[CH:15]1([O:24][C:25]2[CH:26]=[C:27]([CH:28]([NH2:40])[CH2:12][CH3:13])[CH:30]=[CH:31][C:32]=2[O:33][CH3:34])[C:23]2[C:18](=[CH:19][CH:20]=[CH:21][CH:22]=2)[CH2:17][CH2:16]1 |f:4.5|. Procedure: To an ice bath cooled stirred solution of 1,1,1,3,3,3-hexamethyldisilazane (2.7 mL, 13 mmol) in tetrahydrofuran (5 mL) under nitrogen, was added a hexane solution of butyl lithium (2.5M, 4.8 mL, 12 mmol) via syringe. The ice bath was removed and the solution was stirred for 25 minutes at room temperature. This solution then was added dropwise to an ice bath cooled solution of 3-indanyloxy-4-methoxybenzaldehyde (2.68 g, 10.0 mmol) in tetrahydrofuran (4 mL) and the mixture was stirred for one hour... The reactants are NC1=C(C=CC(=C1)OC)C(=O)C1=CC=CC=C1 ((2-amino-4-methoxy-phenyl)-phenyl-methanone), C(#N)CC(=O)OCC (ethyl 2-cyanoacetate), N1CCCCC1 (piperidine). Solvent: C1(=CC=CC=C1)C (toluene). Run at temperature 300 celsius. Yields the product COC1=CC=C2C(=C(C(NC2=C1)=O)C#N)C1=CC=CC=C1 (7-Methoxy-2-oxo-4-phenyl-1,2-dihydro-quinoline-3-carbonitrile). The yield is 28.8%. Reaction SMILES: [NH2:1][C:2]1[CH:7]=[C:6]([O:8][CH3:9])[CH:5]=[CH:4][C:3]=1[C:10]([C:12]1[CH:17]=[CH:16][CH:15]=[CH:14][CH:13]=1)=O.[C:18]([CH2:20][C:21](OCC)=[O:22])#[N:19].N1CCCCC1>C1(C)C=CC=CC=1>[CH3:9][O:8][C:6]1[CH:7]=[C:2]2[C:3]([C:10]([C:12]3[CH:17]=[CH:16][CH:15]=[CH:14][CH:13]=3)=[C:20]([C:18]#[N:19])[C:21](=[O:22])[NH:1]2)=[CH:4][CH:5]=1. Reported procedure: A solution of (2-amino-4-methoxy-phenyl)-phenyl-methanone (400 mg, 1.76 mmol) and ethyl 2-cyanoacetate (239 mg, 225 μl) in toluene (6 ml) containing catalytic amounts of piperidine (15.0 mg, 17.4 μl) was pumped at a flow rate of 0.42 ml min−1 (residence time 40 min) through a steel reactor coil (volume=17 ml) that was heated to 300° C. The reaction mixture was evaporated to dryness and the remaining solid was triturated with CH2Cl2/heptane 2:1 for 3 h. The solid was filtrated off and washed two ... Product: COC1=C(C=C(C=C1)N=C=O)N=C=O (4-methoxy-1,3-phenylene diisocyanate). Procedure: 4-chloro-1,3-phenylene diisocyanate; 4-bromo-1,3-phenylene diisocyanate; The reactants are ClC1=C(C=C(C=C1)N=C=O)N=C=O (4-chloro-1,3-phenylene diisocyanate), BrC1=C(C=C(C=C1)N=C=O)N=C=O (4-bromo-1,3-phenylene diisocyanate). RXN SMILES: Cl[C:2]1[CH:7]=[CH:6][C:5]([N:8]=[C:9]=[O:10])=[CH:4][C:3]=1[N:11]=[C:12]=[O:13].BrC1C=CC(N=[C:22]=[O:23])=CC=1N=C=O>>[CH3:22][O:23][C:2]1[CH:7]=[CH:6][C:5]([N:8]=[C:9]=[O:10])=[CH:4][C:3]=1[N:11]=[C:12]=[O:13]. Starting materials: C1(=CC=CC=C1)C (toluene), [Si](C)(C)(C)C=[N+]=[N-] (TMS-diazomethane), BrC=1C=C(C(=O)O)C=C(C1)F (3-bromo-5-fluorobenzoic acid). The solvent is ice water, CO (MeOH). Conditions: time 1 hour. Yields the product NC=1C=C(C(=O)OC)C=C(C1)F (Methyl 3-amino-5-fluorobenzoate). Reaction SMILES: BrC1[CH:3]=[C:4]([CH:8]=[C:9]([F:11])[CH:10]=1)[C:5]([OH:7])=[O:6].[C:12]1(C)C=CC=CC=1.[Si]([CH:23]=[N+:24]=[N-])(C)(C)C>CO>[NH2:24][C:23]1[CH:3]=[C:4]([CH:8]=[C:9]([F:11])[CH:10]=1)[C:5]([O:7][CH3:12])=[O:6]. Procedure: 3-bromo-5-fluorobenzoic acid (6.12 g, 33.1 mmol) was dissolved in MeOH (10 mL) and cooled in ice-water bath and toluene (50 mL) and then TMS-diazomethane (19.84 mL, 39.7 mmol) was added dropwise. Reaction mixture was allowed to return to room temperature for 1 h and concentrated in vacuo and the residue dissolved in DCM/Ether and filtered through a short plug of silica and the filtrate evaporated in vacuo to afford the desired product which was then dissolved in MeOH (60 mL) and Pd/C 10 wt % 3.3...